This data is from the Open Reaction Database (ORD), a public repository of structured organic reaction records. The task is: describe an organic reaction: reactants, conditions, products, and yield Starting materials: N(=[N+]=[N-])C1=C(C(=O)C2=CC=CC=C2)C=C(C=C1)Cl (2-azido-5-chlorobenzophenone), Cl.NO (hydroxylamine hydrochloride). The solvent is N1=CC=CC=C1.C(C)O (pyridine ethanol). Reaction conditions: time 5 hour. The product is N(=[N+]=[N-])C1=C(C(C2=CC=CC=C2)=NO)C=C(C=C1)Cl (2-Azido-5-chloro-benzophenone-oxime). RXN SMILES: [N:1]([C:4]1[CH:17]=[CH:16][C:15]([Cl:18])=[CH:14][C:5]=1[C:6]([C:8]1[CH:13]=[CH:12][CH:11]=[CH:10][CH:9]=1)=O)=[N+:2]=[N-:3].Cl.[NH2:20][OH:21]>N1C=CC=CC=1.C(O)C>[N:1]([C:4]1[CH:17]=[CH:16][C:15]([Cl:18])=[CH:14][C:5]=1[C:6](=[N:20][OH:21])[C:8]1[CH:13]=[CH:12][CH:11]=[CH:10][CH:9]=1)=[N+:2]=[N-:3] |f:1.2,3.4|. Procedure details: 25.8 G (0.100 mol) of 2-azido-5-chlorobenzophenone [compare Example 1a] are dissolved in 500 ml of pyridine/ethanol (1:1). 14.0 G (0.200 mol) of hydroxylamine hydrochloride are added to the solution and the mixture is boiled for 5 hours under reflux and evaporated in vacuo at 60°C. The residue is taken up in 250 ml of methanol and the solution is poured into 250 ml of 2 N hydrochloric acid. The crude product which precipitates is filtered off, suspended in 250 ml of 75% strength methanol, again ... The reactants are ice water, BrC1=CC=C2C=C[N+](=C(C2=C1)Cl)[O-] (7-Bromo-1-chloroisoquinoline 2-oxide), O=P(Cl)(Cl)Cl (POCl3), [OH-].[Na+] (NaOH). Run at time 1 hour. The product is BrC1=CC=C2C=C(N=C(C2=C1)Cl)Cl (7-bromo-1,3-dichloroisoquinoline). RXN SMILES: [Br:1][C:2]1[CH:11]=[C:10]2[C:5]([CH:6]=[CH:7][N+:8]([O-])=[C:9]2[Cl:12])=[CH:4][CH:3]=1.[OH-].[Na+].O=P(Cl)(Cl)[Cl:18]>>[Br:1][C:2]1[CH:11]=[C:10]2[C:5]([CH:6]=[C:7]([Cl:18])[N:8]=[C:9]2[Cl:12])=[CH:4][CH:3]=1 |f:1.2|. Procedure details: 7-Bromo-1-chloroisoquinoline 2-oxide (1.43 g, 5.56 mmol) and POCl3 (20 mL) were heated at reflux for 2 h. The reaction mixture was cooled and carefully poured onto a mixture of ice/water (500 g), stirred for 1 h and the pH adjusted to 10.0 with 10M NaOH. The mixture was extracted with chloroform (2×100 mL) and the chloroform extracts washed with brine, dried over MgSO4, filtered and concentrated to give the title compound (1.40 g). LRMS (M+H)+=276.0. Reactants: FC1=CC(=C(C=C1)C1=C(C=NC=C1)NC)OC ([4-(4-fluoro-2-methoxy-phenyl)-pyridin-3-yl]-methyl-amine), CS(=O)(=O)C=1C=C(C(=O)O)C=C(C1)C(F)(F)F (3-methanesulfonyl-5-trifluoromethyl-benzoic acid). Product: FC1=CC(=C(C=C1)C1=C(C=NC=C1)N(C(C1=CC(=CC(=C1)C(F)(F)F)S(=O)(=O)C)=O)C)OC (N-[4-(4-Fluoro-2-methoxy-phenyl)-pyridin-3-yl]-3-methanesulfonyl-N-methyl-5-trifluoromethyl-benzamide). As a reaction SMILES: [F:1][C:2]1[CH:7]=[CH:6][C:5]([C:8]2[CH:13]=[CH:12][N:11]=[CH:10][C:9]=2[NH:14][CH3:15])=[C:4]([O:16][CH3:17])[CH:3]=1.[CH3:18][S:19]([C:22]1[CH:23]=[C:24]([CH:28]=[C:29]([C:31]([F:34])([F:33])[F:32])[CH:30]=1)[C:25]([OH:27])=O)(=[O:21])=[O:20]>>[F:1][C:2]1[CH:7]=[CH:6][C:5]([C:8]2[CH:13]=[CH:12][N:11]=[CH:10][C:9]=2[N:14]([CH3:15])[C:25](=[O:27])[C:24]2[CH:28]=[C:29]([C:31]([F:34])([F:33])[F:32])[CH:30]=[C:22]([S:19]([CH3:18])(=[O:20])=[O:21])[CH:23]=2)=[C:4]([O:16][CH3:17])[CH:3]=1. Reported procedure: The title compound was prepared in analogy to example 90, from [4-(4-fluoro-2-methoxy-phenyl)-pyridin-3-yl]-methyl-amine (example 129, intermediate a) and 3-methanesulfonyl-5-trifluoromethyl-benzoic acid (example 114, intermediate a) after a reaction time of 72 hours. The compound was purified by silica gel chromatography using a MPLC system (CombiFlash Companion, Isco Inc.) eluting with a gradient of n-heptane:EtOAc (100:0 to 50:50), followed by preparative HPLC using a gradient of methanol:wat... Reaction SMILES: [CH3:12][c:13]1[cH:14][cH:15][c:16]2[c:22]([n:23]1)[N:21]([CH2:24][CH3:25])[c:20]1[c:19]([cH:29][c:28]([CH2:30][CH2:31][O:32][c:33]3[cH:34][cH:35][n:36][c:37]4[cH:38][cH:39][cH:40][cH:41][c:42]34)[cH:27][n:26]1)[C:18](=[O:43])[N:17]2[CH3:44].[Cl:45][CH2:46][Cl:47].[OH:1][O:2][C:3]([c:4]1[cH:5][c:6]([Cl:7])[cH:8][cH:9][cH:10]1)=[O:11]>>[O-:1][n+:36]1[cH:35][cH:34][c:33]([O:32][CH2:31][CH2:30][c:28]2[cH:27][n:26][c:20]3[c:19]([cH:29]2)[C:18](=[O:43])[N:17]([CH3:44])[c:16]2[cH:15][cH:14][c:13]([CH3:12])[n:23][c:22]2[N:21]3[CH2:24][CH3:25])[c:42]2[c:37]1[cH:38][cH:39][cH:40][cH:41]2. The reactants are CCN1c2ncc(CCOc3ccnc4ccccc34)cc2C(=O)N(C)c2ccc(C)nc21, ClCCl, O=C(OO)c1cccc(Cl)c1. The product is CCN1c2ncc(CCOc3cc[n+]([O-])c4ccccc34)cc2C(=O)N(C)c2ccc(C)nc21. RXN SMILES: [Br:4][CH2:5][CH:6]1[CH2:7][O:8][c:9]2[c:10]([cH:12][cH:13][cH:14][cH:15]2)[O:11]1.[CH3:16][S:17]([CH3:18])=[O:19].[K:1][C:2]#[N:3].[OH2:20]>>[C:2](#[N:3])[CH2:5][CH:6]1[CH2:7][O:8][c:9]2[c:10]([cH:12][cH:13][cH:14][cH:15]2)[O:11]1. Product: N#CCC1COc2ccccc2O1. Reactants: BrCC1COc2ccccc2O1, CS(C)=O, N#C[K], O. The reactants are C(CCC)OC(=O)NC1CN(CC1)C1=C(C=C2C(C(=CN(C2=C1F)C1CC1)C(=O)O)=O)F (7-[3-(butoxycarbonyl)amino-1-pyrrolidinyl]-1-cyclopropyl-6,8-difluoro-1,4-dihydro-4-oxoquinoline-3-carboxylic acid). Solvent: FC(C(=O)O)(F)F (trifluoroacetic acid). Product: NC1CN(CC1)C1=C(C=C2C(C(=CN(C2=C1F)C1CC1)C(=O)O)=O)F (7-[3-amino-1-pyrrolidinyl]-1-cyclopropyl-6,8-difluoro-1,4-dihydro-4-oxo-3-quinolinecarboxylic acid). Isolated yield 97.1%. Reaction SMILES: C(OC([NH:8][CH:9]1[CH2:13][CH2:12][N:11]([C:14]2[C:23]([F:24])=[C:22]3[C:17]([C:18](=[O:31])[C:19]([C:28]([OH:30])=[O:29])=[CH:20][N:21]3[CH:25]3[CH2:27][CH2:26]3)=[CH:16][C:15]=2[F:32])[CH2:10]1)=O)CCC>FC(F)(F)C(O)=O>[NH2:8][CH:9]1[CH2:13][CH2:12][N:11]([C:14]2[C:23]([F:24])=[C:22]3[C:17]([C:18](=[O:31])[C:19]([C:28]([OH:30])=[O:29])=[CH:20][N:21]3[CH:25]3[CH2:26][CH2:27]3)=[CH:16][C:15]=2[F:32])[CH2:10]1. Procedure details: A solution of 1.26 g (2.80 mmole) of 7-[3-(butoxycarbonyl)amino-1-pyrrolidinyl]-1-cyclopropyl-6,8-difluoro-1,4-dihydro-4-oxoquinoline-3-carboxylic acid in 25 ml of trifluoroacetic acid was stirred at room temperature until gas evolution ceased. The solvent was removed in vacuo and the residue dissolved in 1.0N sodium hydroxide. The solution was diluted to 20 ml with water and acidified to pH 5.5 with 6N hydrochloric acid. The precipitate was removed by filtration, washed with water, ethanol, and... Yields the product COC(=O)c1ccc(OC(F)F)cn1. RXN SMILES: [C:13](=[O:14])([O-:15])[O-:16].[CH3:32][C:33]#[N:34].[Cl:19][C:20]([C:21]([c:22]1[cH:23][cH:24][cH:25][cH:26][cH:27]1)=[O:28])([F:29])[F:30].[ClH:1].[K+:17].[K+:18].[OH2:31].[OH:2][c:3]1[cH:4][cH:5][c:6]([C:9](=[O:10])[O:11][CH3:12])[n:7][cH:8]1>>[O:2]([c:3]1[cH:4][cH:5][c:6]([C:9](=[O:10])[O:11][CH3:12])[n:7][cH:8]1)[CH:20]([F:29])[F:30]. Starting materials: O=C([O-])[O-], CC#N, O=C(c1ccccc1)C(F)(F)Cl, Cl, [K+], [K+], O, COC(=O)c1ccc(O)cn1. Reactants: C(=O)N1CCSC=C1C(C(=O)O)=NOC (4-Formyl-(2,3-dihydro-4H-1,4-thiazin-5-yl)-2-methoxyiminoacetic acid), NC1[C@@H]2N(C(=C(CS2)CSC2=NN=NN2C)C(=O)O)C1=O (7-amino-3-(1-methyl-1H-tetrazol-5-yl)thiomethyl-3-cephem-4-carboxylic acid). Yields the product C(=O)N1CCSC=C1C(C(=O)NC1[C@@H]2N(C(=C(CS2)CSC2=NN=NN2C)C(=O)O)C1=O)=NOC (7-[2-(4-Formyl-2,3-dihydro-4H-1,4-thiazin-5-yl)-2-methoxyiminoacetamido]-3-(1-methyl-1H-tetrazol-5-yl)thiomethyl-3-cephem-4-carboxylic acid). Reaction SMILES: [CH:1]([N:3]1[C:8]([C:9](=[N:13][O:14][CH3:15])[C:10]([OH:12])=O)=[CH:7][S:6][CH2:5][CH2:4]1)=[O:2].[NH2:16][CH:17]1[C:35](=[O:36])[N:19]2[C:20]([C:32]([OH:34])=[O:33])=[C:21]([CH2:24][S:25][C:26]3[N:30]([CH3:31])[N:29]=[N:28][N:27]=3)[CH2:22][S:23][C@H:18]12>>[CH:1]([N:3]1[C:8]([C:9](=[N:13][O:14][CH3:15])[C:10]([NH:16][CH:17]2[C:35](=[O:36])[N:19]3[C:20]([C:32]([OH:34])=[O:33])=[C:21]([CH2:24][S:25][C:26]4[N:30]([CH3:31])[N:29]=[N:28][N:27]=4)[CH2:22][S:23][C@H:18]23)=[O:12])=[CH:7][S:6][CH2:5][CH2:4]1)=[O:2]. Procedure: 2-(4-Formyl-(2,3-dihydro-4H-1,4-thiazin-5-yl)-2-methoxyiminoacetic acid (syn isomer, 2.3 g.) was allowed to react with 7-amino-3-(1-methyl-1H-tetrazol-5-yl)thiomethyl-3-cephem-4-carboxylic acid (3.3 g.) in a similar manner to that of Example 1 to give the captioned compound (2.5 g.), pale yellow powder, mp. 150° to 155° C. (dec.). Starting materials: CC=1N=C(N=NC1C1=CC=CC=C1)SC (5-methyl-3-methylthio-6-phenyl-1,2,4-triazine), CNN (methylhydrazine). Solvent: C(C)O (ethanol). Yields the product CC=1N=C(N=NC1C1=CC=CC=C1)N(N)C (5-methyl-3-(1-methylhydrazino)-6-phenyl-1,2,4-triazine). Yield: 70.2%. Reaction SMILES: [CH3:1][C:2]1[N:3]=[C:4](SC)[N:5]=[N:6][C:7]=1[C:8]1[CH:13]=[CH:12][CH:11]=[CH:10][CH:9]=1.[CH3:16][NH:17][NH2:18]>C(O)C>[CH3:1][C:2]1[N:3]=[C:4]([N:17]([CH3:16])[NH2:18])[N:5]=[N:6][C:7]=1[C:8]1[CH:13]=[CH:12][CH:11]=[CH:10][CH:9]=1. Reported procedure: A mixture of 5-methyl-3-methylthio-6-phenyl-1,2,4-triazine (20 g) and methylhydrazine (15.3 g) in ethanol (30 ml) was heated under reflux for 66 hours. After cooling, the reaction mixture was concentrated under reduced pressure and the residue was dissolved in chloroform. The solution was washed with water and brine successively, dried over sodium sulfate, and then evaporated. The residue was crystallized with diethyl ether, washed with diethyl ether, and dried to give 5-methyl-3-(1-methylhydraz... The reactants are ClC=1C=CC=2C3=C(C(N(C2C1)CC1=C(C=C(C=C1)OC)OC)=O)C=NN3C3CCOCC3 (7-chloro-5-(2,4-dimethoxybenzyl)-1-(tetrahydro-2H-pyran-4-yl)-1H-pyrazolo[4,3-c]quinolin-4(5H)-one), BrC1=C(C=C(C=C1C)C=1CCOCC1)C (4-(4-bromo-3,5-dimethylphenyl)-3,6-dihydro-2H-pyran), CC1=C(C(=CC=C1)C)B(O)O (2,6-dimethylphenylboronic acid), C([O-])([O-])=O.[K+].[K+] (potassium carbonate). The reagents and catalysts are C=1C=CC(=CC1)[P](C=2C=CC=CC2)(C=3C=CC=CC3)[Pd]([P](C=4C=CC=CC4)(C=5C=CC=CC5)C=6C=CC=CC6)([P](C=7C=CC=CC7)(C=8C=CC=CC8)C=9C=CC=CC9)[P](C=1C=CC=CC1)(C=1C=CC=CC1)C=1C=CC=CC1 (Pd(PPh3)4). Run in CN(C)C=O (DMF), O (water). The product is COC1=C(CN2C(C3=C(C=4C=CC(=CC24)C2=C(C=CC=C2C)C)N(N=C3)C3CCOCC3)=O)C=CC(=C1)OC (5-(2,4-dimethoxybenzyl)-7-(2,6-dimethylphenyl)-1-(tetrahydro-2H-pyran-4-yl)-1H-pyrazolo[4,3-c]quinolin-4(5H)-one). RXN SMILES: Cl[C:2]1[CH:3]=[CH:4][C:5]2[C:6]3[N:26]([CH:27]4[CH2:32][CH2:31][O:30][CH2:29][CH2:28]4)[N:25]=[CH:24][C:7]=3[C:8](=[O:23])[N:9]([CH2:12][C:13]3[CH:18]=[CH:17][C:16]([O:19][CH3:20])=[CH:15][C:14]=3[O:21][CH3:22])[C:10]=2[CH:11]=1.Br[C:34]1[C:39]([CH3:40])=[CH:38][C:37](C2CCOCC=2)=[CH:36][C:35]=1[CH3:47].CC1C=CC=C(C)C=1B(O)O.C(=O)([O-])[O-].[K+].[K+]>CN(C=O)C.C1C=CC([P]([Pd]([P](C2C=CC=CC=2)(C2C=CC=CC=2)C2C=CC=CC=2)([P](C2C=CC=CC=2)(C2C=CC=CC=2)C2C=CC=CC=2)[P](C2C=CC=CC=2)(C2C=CC=CC=2)C2C=CC=CC=2)(C2C=CC=CC=2)C2C=CC=CC=2)=CC=1.O>[CH3:22][O:21][C:14]1[CH:15]=[C:16]([O:19][CH3:20])[CH:17]=[CH:18][C:13]=1[CH2:12][N:9]1[C:10]2[CH:11]=[C:2]([C:34]3[C:39]([CH3:40])=[CH:38][CH:37]=[CH:36][C:35]=3[CH3:47])[CH:3]=[CH:4][C:5]=2[C:6]2[N:26]([CH:27]3[CH2:28][CH2:29][O:30][CH2:31][CH2:32]3)[N:25]=[CH:24][C:7]=2[C:8]1=[O:23] |f:3.4.5,^1:73,75,94,113|. Procedure details: 7-chloro-5-(2,4-dimethoxybenzyl)-1-(tetrahydro-2H-pyran-4-yl)-1H-pyrazolo[4,3-c]quinolin-4(5H)-one obtained in Preparation Example 2 (100 mg) was dissolved in DMF (3.3 mL). 2,6-dimethylphenylboronic acid (33 mg), Pd(PPh3)4 (13 mg), potassium carbonate (91 mg) and water (0.7 mL) were added to the solution, and the mixture was reacted using a microwave reactor at 150° C. for two hours. The reaction mixture was returned to room temperature and then concentrated under reduced pressure. The resulting...